This data is from the Open Reaction Database (ORD), a public repository of structured organic reaction records. The task is: describe an organic reaction: reactants, conditions, products, and yield The reactants are CC(C)(O)c1ccc2c(c1)C(=CCCBr)c1cccnc1CO2, O=C([O-])[O-], CC#N, OCCN(Cc1ccc(Cl)cc1)C1CCNC1, [K+], [K+], O. The product is CC(C)(O)c1ccc2c(c1)C(=CCCN1CCC(N(CCO)Cc3ccc(Cl)cc3)C1)c1cccnc1CO2. As a reaction SMILES: [Br:24][CH2:25][CH2:26][CH:27]=[C:28]1[c:29]2[c:30]([cH:39][cH:40][c:41]([C:43]([CH3:44])([CH3:45])[OH:46])[cH:42]2)[O:31][CH2:32][c:33]2[c:34]1[cH:35][cH:36][cH:37][n:38]2.[C:18](=[O:19])([O-:20])[O-:21].[C:48](#[N:49])[CH3:50].[Cl:1][c:2]1[cH:3][cH:4][c:5]([CH2:6][N:7]([CH2:8][CH2:9][OH:10])[CH:11]2[CH2:12][NH:13][CH2:14][CH2:15]2)[cH:16][cH:17]1.[K+:22].[K+:23].[OH2:47]>>[Cl:1][c:2]1[cH:3][cH:4][c:5]([CH2:6][N:7]([CH2:8][CH2:9][OH:10])[CH:11]2[CH2:12][N:13]([CH2:25][CH2:26][CH:27]=[C:28]3[c:29]4[c:30]([cH:39][cH:40][c:41]([C:43]([CH3:44])([CH3:45])[OH:46])[cH:42]4)[O:31][CH2:32][c:33]4[c:34]3[cH:35][cH:36][cH:37][n:38]4)[CH2:14][CH2:15]2)[cH:16][cH:17]1. The reactants are CC(Br)c1ccc(F)c(F)c1, CC(c1ccc(Cl)c(Cl)c1)N1CCOC(CNC(=O)OC(C)(C)C)C1. The product is CC(c1ccc(F)c(F)c1)N1CCOC(CNC(=O)OC(C)(C)C)C1. Reaction SMILES: [Br:26][CH:27]([CH3:28])[c:29]1[cH:30][c:31]([F:36])[c:32]([F:35])[cH:33][cH:34]1.[Cl:1][c:2]1[cH:3][c:4]([CH:5]([CH3:6])[N:11]2[CH2:12][CH:13]([CH2:17][NH:18][C:19]([O:20][C:21]([CH3:22])([CH3:23])[CH3:24])=[O:25])[O:14][CH2:15][CH2:16]2)[cH:7][cH:8][c:9]1[Cl:10]>>[N:11]1([CH:27]([CH3:28])[c:29]2[cH:30][c:31]([F:36])[c:32]([F:35])[cH:33][cH:34]2)[CH2:12][CH:13]([CH2:17][NH:18][C:19]([O:20][C:21]([CH3:22])([CH3:23])[CH3:24])=[O:25])[O:14][CH2:15][CH2:16]1. Starting materials: CCOc1ccc2nc(S)sc2c1, CN(C)C=O, [K+], Nc1cc(Cl)ccc1[N+](=O)[O-], [OH-], O. Product: CCOc1ccc2nc(Sc3ccc([N+](=O)[O-])c(N)c3)sc2c1. As a reaction SMILES: [CH2:3]([CH3:4])[O:5][c:6]1[cH:7][c:8]2[c:9]([n:10][c:11]([SH:13])[s:12]2)[cH:14][cH:15]1.[CH3:28][N:29]([CH3:30])[CH:31]=[O:32].[K+:2].[N+:16](=[O:17])([O-:18])[c:19]1[c:20]([NH2:21])[cH:22][c:23]([Cl:26])[cH:24][cH:25]1.[OH-:1].[OH2:27]>>[CH2:3]([CH3:4])[O:5][c:6]1[cH:7][c:8]2[c:9]([n:10][c:11]([S:13][c:23]3[cH:22][c:20]([NH2:21])[c:19]([N+:16](=[O:17])[O-:18])[cH:25][cH:24]3)[s:12]2)[cH:14][cH:15]1. Starting materials: FC1=CC=C(CN)C=C1 (4-fluorobenzylamine), COC(C1=CC=C(C=C1)C=1N=C(C2=C(N1)SC(=C2C)C)Cl)=O (4-(4-chloro-5,6-dimethyl-thieno-[2,3-d]-pyrimidin-2-yl)-benzoic acid methylester). The product is COC(C1=CC=C(C=C1)C=1N=C(C2=C(N1)SC(=C2C)C)NCC2=CC=C(C=C2)F)=O (4-[4-(4-fluorobenzylamino)-5,6-dimethyl-thieno-[2,3-d]-pyrimidin-2-yl]-benzoic acid methylester). As a reaction SMILES: [F:1][C:2]1[CH:9]=[CH:8][C:5]([CH2:6][NH2:7])=[CH:4][CH:3]=1.[CH3:10][O:11][C:12](=[O:31])[C:13]1[CH:18]=[CH:17][C:16]([C:19]2[N:20]=[C:21](Cl)[C:22]3[C:27]([CH3:28])=[C:26]([CH3:29])[S:25][C:23]=3[N:24]=2)=[CH:15][CH:14]=1>>[CH3:10][O:11][C:12](=[O:31])[C:13]1[CH:14]=[CH:15][C:16]([C:19]2[N:20]=[C:21]([NH:7][CH2:6][C:5]3[CH:8]=[CH:9][C:2]([F:1])=[CH:3][CH:4]=3)[C:22]3[C:27]([CH3:28])=[C:26]([CH3:29])[S:25][C:23]=3[N:24]=2)=[CH:17][CH:18]=1. Reported procedure: The reaction procedure as above wherein 4-fluorobenzylamine is reacted with 4-(4-chloro-5,6-dimethyl-thieno-[2,3-d]-pyrimidin-2-yl)-benzoic acid methylester yields 4-[4-(4-fluorobenzylamino)-5,6-dimethyl-thieno-[2,3-d]-pyrimidin-2-yl]-benzoic acid methylester. Reactants: C[O-].[Na+] (NaOMe), CN1C(C=2N(C=3C=CC=CC3C2SC2=CC=C(C(=O)OC)C=C2)CC1)=O (methyl 4-((2-methyl-1-oxo-1,2,3,4-tetrahydropyrazino[1,2-a]indol-10-yl)thio)benzoate), NO.Cl (NH2OH.HCl), C[O-].[Na+] (NaOMe). Solvent: CO (methanol), CO (MeOH), CO (methanol). Run at time 20 minute. Yields the product ONC(C1=CC=C(C=C1)SC1=C2N(C=3C=CC=CC13)CCN(C2=O)C)=O (N-hydroxy-4-((2-methyl-1-oxo-1,2,3,4-tetrahydropyrazino[1,2-a]indol-10-yl)thio)benzamide). Isolated yield 38.7%. RXN SMILES: [CH3:1][N:2]1[CH2:25][CH2:24][N:5]2[C:6]3[CH:7]=[CH:8][CH:9]=[CH:10][C:11]=3[C:12]([S:13][C:14]3[CH:23]=[CH:22][C:17]([C:18](OC)=[O:19])=[CH:16][CH:15]=3)=[C:4]2[C:3]1=[O:26].[NH2:27][OH:28].Cl.C[O-].[Na+]>CO>[OH:28][NH:27][C:18](=[O:19])[C:17]1[CH:16]=[CH:15][C:14]([S:13][C:12]2[C:11]3[CH:10]=[CH:9][CH:8]=[CH:7][C:6]=3[N:5]3[CH2:24][CH2:25][N:2]([CH3:1])[C:3](=[O:26])[C:4]=23)=[CH:23][CH:22]=1 |f:1.2,3.4|. Procedure details: To a solution of methyl 4-((2-methyl-1-oxo-1,2,3,4-tetrahydropyrazino[1,2-a]indol-10-yl)thio)benzoate (0.25 g, impure) and NH2OH.HCl (0.35 g) in 4 mL of dry MeOH was added 1.4 mL of 25% NaOMe solution in methanol. The reaction mixture was stirred for 20 min at r.t. and 0.3 mL of more 25% NaOMe solution in methanol was added. After stirring for 2 h, the reaction mixture was quenched with 10 mL of potassium phosphate buffer solution. The mixture was extracted with 2×30 mL of EtOAc. The combined ex... The reactants are CNC(=O)c1ncc(Br)cn1, C=CC(=O)OCc1ccccc1, CCCCN(CCCC)CCCC, CC(=O)[O-], CC(=O)[O-], CN(C)C=O, [Pd+2], Cc1ccccc1P(c1ccccc1C)c1ccccc1C. Yields the product CNC(=O)c1ncc(C=CC(=O)OCc2ccccc2)cn1. RXN SMILES: [Br:1][c:2]1[cH:3][n:4][c:5]([C:8](=[O:9])[NH:10][CH3:11])[n:6][cH:7]1.[CH2:12]([c:13]1[cH:14][cH:15][cH:16][cH:17][cH:18]1)[O:19][C:20]([CH:21]=[CH2:22])=[O:23].[CH2:46]([N:47]([CH2:48][CH2:49][CH2:50][CH3:51])[CH2:52][CH2:53][CH2:54][CH3:55])[CH2:56][CH2:57][CH3:58].[O-:65][C:66]([CH3:67])=[O:68].[O-:69][C:70]([CH3:71])=[O:72].[O:59]=[CH:60][N:61]([CH3:62])[CH3:63].[Pd+2:64].[c:24]1([CH3:25])[cH:26][cH:27][cH:28][cH:29][c:30]1[P:31]([c:32]1[cH:33][cH:34][cH:35][cH:36][c:37]1[CH3:38])[c:39]1[cH:40][cH:41][cH:42][cH:43][c:44]1[CH3:45]>>[c:2]1([CH:22]=[CH:21][C:20]([O:19][CH2:12][c:13]2[cH:14][cH:15][cH:16][cH:17][cH:18]2)=[O:23])[cH:3][n:4][c:5]([C:8](=[O:9])[NH:10][CH3:11])[n:6][cH:7]1.